Dataset: the Open Reaction Database (ORD), a public repository of structured organic reaction records. Task: describe an organic reaction: reactants, conditions, products, and yield Reactants: C1(CC1)CN1N=NC2=C1C=CC(=C2C(F)(F)F)C=2C=CC(=NC2F)C=O (5-[1-(Cyclopropylmethyl)-4-(trifluoromethyl)-1H-benzotriazol-5-yl]-6-fluoropyridine-2-carbaldehyde), [BH4-].[Na+] (sodium borohydride). The solvent is ClCCl (dichloromethane), C(C)(=O)OCC (ethyl acetate). Conditions: temperature 0 celsius. Product: C1(CC1)CN1N=NC2=C1C=CC(=C2C(F)(F)F)C=2C=CC(=NC2F)CO ({5-[1-(cyclopropylmethyl)-4-(trifluoromethyl)-1H-benzotriazol-5-yl]-6-fluoropyridin-2-yl}methanol). As a reaction SMILES: [CH:1]1([CH2:4][N:5]2[C:9]3[CH:10]=[CH:11][C:12]([C:18]4[CH:19]=[CH:20][C:21]([CH:25]=[O:26])=[N:22][C:23]=4[F:24])=[C:13]([C:14]([F:17])([F:16])[F:15])[C:8]=3[N:7]=[N:6]2)[CH2:3][CH2:2]1.[BH4-].[Na+]>ClCCl.C(OCC)(=O)C>[CH:1]1([CH2:4][N:5]2[C:9]3[CH:10]=[CH:11][C:12]([C:18]4[CH:19]=[CH:20][C:21]([CH2:25][OH:26])=[N:22][C:23]=4[F:24])=[C:13]([C:14]([F:16])([F:15])[F:17])[C:8]=3[N:7]=[N:6]2)[CH2:3][CH2:2]1 |f:1.2|. Procedure details: 5-[1-(Cyclopropylmethyl)-4-(trifluoromethyl)-1H-benzotriazol-5-yl]-6-fluoropyridine-2-carbaldehyde (33 mg, 0.091) was dissolved in dichloromethane (2 mL) and cooled to 0° C. The mixture was treated with sodium borohydride (8.6 mg, 0.23 mmol, 2.5 equiv) and after 2 hours, the mixture was diluted with ethyl acetate (30 mL), washed with sodium bicarbonate (2×30 mL, aqueous saturated), dried with sodium sulfate, filtered and concentrated in vacuo. The residue was purified by silica gel gradient chro... The reactants are C([O-])([O-])=O.[K+].[K+] (Potassium carbonate), C(C)OB(O)O (ethyl boric acid), BrC1=C2C(=NC=C1)N(C=C2CN(C(OC(C)(C)C)=O)C2CC2)CCCOC (tert-butyl {[4-bromo-1-(3-methoxypropyl)-1H-pyrrolo[2,3-b]pyridin-3-yl]methyl}cyclopropylcarbamate), O (water). Reagents/catalysts: Cl[Pd]Cl.C1(=CC=CC=C1)P(C1=CC=CC=C1)[C-]1C=CC=C1.[C-]1(C=CC=C1)P(C1=CC=CC=C1)C1=CC=CC=C1.[Fe+2] (bis(diphenylphosphino)ferrocene dichloropalladium(II)). Solvent: O1CCOCC1 (1,4-dioxane). Run at temperature 110 celsius, time 3 hour. Product: C1(CC1)N(C(OC(C)(C)C)=O)CC1=CN(C2=NC=CC(=C21)CC)CCCOC (tert-butyl cyclopropyl{[4-ethyl-1-(3-methoxypropyl)-1H-pyrrolo[2,3-b]pyridin-3-yl]methyl}carbamate). The yield is 61.5%. RXN SMILES: C(=O)([O-])[O-].[K+].[K+].[CH2:7](OB(O)O)[CH3:8].Br[C:14]1[CH:19]=[CH:18][N:17]=[C:16]2[N:20]([CH2:35][CH2:36][CH2:37][O:38][CH3:39])[CH:21]=[C:22]([CH2:23][N:24]([CH:32]3[CH2:34][CH2:33]3)[C:25](=[O:31])[O:26][C:27]([CH3:30])([CH3:29])[CH3:28])[C:15]=12.O>O1CCOCC1.Cl[Pd]Cl.C1(P([C-]2C=CC=C2)C2C=CC=CC=2)C=CC=CC=1.[C-]1(P(C2C=CC=CC=2)C2C=CC=CC=2)C=CC=C1.[Fe+2]>[CH:32]1([N:24]([CH2:23][C:22]2[C:15]3[C:16](=[N:17][CH:18]=[CH:19][C:14]=3[CH2:7][CH3:8])[N:20]([CH2:35][CH2:36][CH2:37][O:38][CH3:39])[CH:21]=2)[C:25](=[O:31])[O:26][C:27]([CH3:28])([CH3:30])[CH3:29])[CH2:33][CH2:34]1 |f:0.1.2,7.8.9.10|. Procedure details: Potassium carbonate (207 mg), ethyl boric acid (92.4 mg) and bis(diphenylphosphino)ferrocene dichloropalladium(II) (36.6 mg) were added to a solution of tert-butyl {[4-bromo-1-(3-methoxypropyl)-1H-pyrrolo[2,3-b]pyridin-3-yl]methyl}cyclopropylcarbamate (219 mg) in 1,4-dioxane (14.5 ml) and the mixture was stirred under argon atmosphere at 110° C. for 3 hours. The reaction mixture was cooled to room temperature, water was added therein and extracted with ethyl acetate. The organic layer was washed...